describe an organic reaction: reactants, conditions, products, and yield From a dataset of the Open Reaction Database (ORD), a public repository of structured organic reaction records. Starting materials: [BH4-], CCOC(C)=O, [Cl-], [Li+], C1CCOC1, O=C(O)c1ccnc(-c2ccccc2)n1. Product: OCc1ccnc(-c2ccccc2)n1. Reaction SMILES: [BH4-:17].[CH3:24][CH2:25][O:26][C:27](=[O:28])[CH3:29].[Cl-:1].[Li+:18].[O:19]1[CH2:20][CH2:21][CH2:22][CH2:23]1.[c:2]1(-[c:8]2[n:9][cH:10][cH:11][c:12]([C:14](=[O:15])[OH:16])[n:13]2)[cH:3][cH:4][cH:5][cH:6][cH:7]1>>[c:2]1(-[c:8]2[n:9][cH:10][cH:11][c:12]([CH2:14][OH:15])[n:13]2)[cH:3][cH:4][cH:5][cH:6][cH:7]1. Reactants: C=CCI, CN1CCCN(c2nc3ccccc3o2)CC1, ClCCl. Yields the product C=CC[N+]1(C)CCCN(c2nc3ccccc3o2)CC1, [I-]. As a reaction SMILES: [CH2:18]([CH:19]=[CH2:20])[I:21].[CH3:1][N:2]1[CH2:3][CH2:4][N:5]([c:9]2[o:10][c:11]3[c:12]([n:13]2)[cH:14][cH:15][cH:16][cH:17]3)[CH2:6][CH2:7][CH2:8]1.[Cl:22][CH2:23][Cl:24]>>[CH3:1][N+:2]1([CH2:18][CH:19]=[CH2:20])[CH2:3][CH2:4][N:5]([c:9]2[o:10][c:11]3[c:12]([n:13]2)[cH:14][cH:15][cH:16][cH:17]3)[CH2:6][CH2:7][CH2:8]1.[I-:21]. RXN SMILES: [CH2:1]([O:3][C:4](=[O:19])[CH:5]([C:11]([C:13]1[CH:18]=[CH:17][N:16]=[CH:15][CH:14]=1)=O)[C:6]([CH:8]1[CH2:10][CH2:9]1)=O)[CH3:2].Cl.[NH2:21][NH2:22].O.O1CCOCC1.Cl>C(O)C>[CH2:1]([O:3][C:4]([C:5]1[C:11]([C:13]2[CH:18]=[CH:17][N:16]=[CH:15][CH:14]=2)=[N:21][NH:22][C:6]=1[CH:8]1[CH2:10][CH2:9]1)=[O:19])[CH3:2] |f:1.2,4.5|. The reactants are O1CCOCC1.Cl (HCl dioxane), C(C)OC(C(C(=O)C1CC1)C(=O)C1=CC=NC=C1)=O (3-cyclopropyl-3-oxo-2-(pyridine-4-carbonyl)-propionic acid ethyl ester), Cl.NN (hydrazine.hydrochloride), O (water). Procedure: 220 mg (0.84 mmol) of 3-cyclopropyl-3-oxo-2-(pyridine-4-carbonyl)-propionic acid ethyl ester and 57 mg (0.84 mmol) hydrazine.hydrochloride were dissolved in 3 ml ethanol, 1.5 ml water and 0.2 ml 4M HCl dioxane. The yellow solution was stirred 1 h at room temperature. The reaction mixture was evaporated, the residue taken in EtOAc and washed with brine, the aqueous layers were extracted with EtOAc. The combined organic phases were dried over magnesium sulfate and evaporated. The title compound wa... Yields the product C(C)OC(=O)C=1C(=NNC1C1CC1)C1=CC=NC=C1 (5-Cyclopropyl-3-pyridin-4-yl-1H-pyrazole-4-carboxylic acid ethyl ester). Run in C(C)O (ethanol). Run at time 1 hour. Starting materials: CS(=O)(=O)N1CCOc2cc3c(cc21)CCNCC3, Cc1ccc2c(-c3nnc(SCCCCl)n3C)cccc2n1. Yields the product Cc1ccc2c(-c3nnc(SCCCN4CCc5cc6c(cc5CC4)N(S(C)(=O)=O)CCO6)n3C)cccc2n1, Cl. As a reaction SMILES: [CH3:1][S:2](=[O:3])(=[O:4])[N:5]1[CH2:6][CH2:7][O:8][c:9]2[c:10]1[cH:11][c:12]1[c:13]([cH:19]2)[CH2:14][CH2:15][NH:16][CH2:17][CH2:18]1.[Cl:20][CH2:21][CH2:22][CH2:23][S:24][c:25]1[n:26]([CH3:41])[c:27](-[c:30]2[c:31]3[cH:32][cH:33][c:34]([CH3:40])[n:35][c:36]3[cH:37][cH:38][cH:39]2)[n:28][n:29]1>>[CH3:1][S:2](=[O:3])(=[O:4])[N:5]1[CH2:6][CH2:7][O:8][c:9]2[c:10]1[cH:11][c:12]1[c:13]([cH:19]2)[CH2:14][CH2:15][N:16]([CH2:21][CH2:22][CH2:23][S:24][c:25]2[n:26]([CH3:41])[c:27](-[c:30]3[c:31]4[cH:32][cH:33][c:34]([CH3:40])[n:35][c:36]4[cH:37][cH:38][cH:39]3)[n:28][n:29]2)[CH2:17][CH2:18]1.[ClH:20]. Reactants: BrC=1C(N(C(N(C1)C)=O)C)=O (5-bromo-1,3-dimethyl-1H-pyrimidine-2,4-dione), ClC1=C(OC2CCNCC2)C=CC=C1 (4-(2-chloro-phenoxy)-piperidine). The product is ClC1=C(OC2CCN(CC2)C=2C(N(C(N(C2)C)=O)C)=O)C=CC=C1 (5-[4-(2-chloro-phenoxy)-piperidin-1-yl]-1,3-dimethyl-1H-pyrimidine-2,4-dione), C(CCC)O (n-butanol). Yield: 17.0%. RXN SMILES: Br[C:2]1[C:3](=[O:11])[N:4]([CH3:10])[C:5](=[O:9])[N:6]([CH3:8])[CH:7]=1.[Cl:12][C:13]1[CH:25]=[CH:24][CH:23]=[CH:22][C:14]=1[O:15][CH:16]1[CH2:21][CH2:20][NH:19][CH2:18][CH2:17]1>>[Cl:12][C:13]1[CH:25]=[CH:24][CH:23]=[CH:22][C:14]=1[O:15][CH:16]1[CH2:21][CH2:20][N:19]([C:2]2[C:3](=[O:11])[N:4]([CH3:10])[C:5](=[O:9])[N:6]([CH3:8])[CH:7]=2)[CH2:18][CH2:17]1.[CH2:14]([OH:15])[CH2:13][CH2:25][CH3:24]. Procedure: The compound 35 (oil) is prepared from the uracil 1c and from the intermediate 8a according to the synthesis method 1 in n-butanol (yield: 17%). Reactants: CC(C)Oc1ccc(S(C)(=O)=O)cc1C(=O)O, Clc1ccc2c(c1Cl)CNCC2. The product is CC(C)Oc1ccc(S(C)(=O)=O)cc1C(=O)N1CCc2ccc(Cl)c(Cl)c2C1. RXN SMILES: [CH:13]([CH3:14])([CH3:15])[O:16][c:17]1[c:18]([C:19](=[O:20])[OH:21])[cH:22][c:23]([S:26](=[O:27])(=[O:28])[CH3:29])[cH:24][cH:25]1.[Cl:1][c:2]1[cH:3][cH:4][c:5]2[c:10]([c:11]1[Cl:12])[CH2:9][NH:8][CH2:7][CH2:6]2>>[Cl:1][c:2]1[cH:3][cH:4][c:5]2[c:10]([c:11]1[Cl:12])[CH2:9][N:8]([C:19]([c:18]1[c:17]([O:16][CH:13]([CH3:14])[CH3:15])[cH:25][cH:24][c:23]([S:26](=[O:27])(=[O:28])[CH3:29])[cH:22]1)=[O:20])[CH2:7][CH2:6]2. Starting materials: Cc1ccccc1, CC(C)N=C=O, NC(=O)c1ccnc([N+](=O)[O-])c1. Yields the product CC(C)NC(=O)NC(=O)c1ccnc([N+](=O)[O-])c1. RXN SMILES: [CH3:19][c:20]1[cH:21][cH:22][cH:23][cH:24][cH:25]1.[CH:13]([CH3:14])([CH3:15])[N:16]=[C:17]=[O:18].[N+:1](=[O:2])([O-:3])[c:4]1[cH:5][c:6]([C:7](=[O:8])[NH2:9])[cH:10][cH:11][n:12]1>>[N+:1](=[O:2])([O-:3])[c:4]1[cH:5][c:6]([C:7](=[O:8])[NH:9][C:17]([NH:16][CH:13]([CH3:14])[CH3:15])=[O:18])[cH:10][cH:11][n:12]1.